Dataset: the Open Reaction Database (ORD), a public repository of structured organic reaction records. Task: describe an organic reaction: reactants, conditions, products, and yield Starting materials: C=C(C)c1ccc(Br)cc1, CC[Zn]CC, CCCCC, ClCCl, O=C(O)C(F)(F)F. Yields the product CC1(c2ccc(Br)cc2)CC1. Reaction SMILES: [Br:13][c:14]1[cH:15][cH:16][c:17]([C:20](=[CH2:21])[CH3:22])[cH:18][cH:19]1.[CH2:1]([Zn:2][CH2:3][CH3:4])[CH3:5].[CH3:23][CH2:24][CH2:25][CH2:26][CH3:27].[Cl:28][CH2:29][Cl:30].[OH:6][C:7]([C:8]([F:9])([F:10])[F:11])=[O:12]>>[CH3:1][C:20]1([c:17]2[cH:16][cH:15][c:14]([Br:13])[cH:19][cH:18]2)[CH2:21][CH2:22]1. Reactants: CC(=O)O, c1ccc2c(c1)CCNC2, Cc1cc(Nc2cccc(-c3ccccc3C=O)c2)c2ccccc2n1, CC(Cl)Cl. Yields the product Cc1cc(Nc2cccc(-c3ccccc3CN3CCc4ccccc4C3)c2)c2ccccc2n1. RXN SMILES: [C:37]([OH:38])(=[O:39])[CH3:40].[CH2:27]1[NH:28][CH2:29][CH2:30][c:31]2[cH:32][cH:33][cH:34][cH:35][c:36]21.[CH3:1][c:2]1[n:3][c:4]2[cH:5][cH:6][cH:7][cH:8][c:9]2[c:10]([NH:12][c:13]2[cH:14][c:15](-[c:19]3[c:20]([CH:25]=[O:26])[cH:21][cH:22][cH:23][cH:24]3)[cH:16][cH:17][cH:18]2)[cH:11]1.[Cl:41][CH:42]([Cl:43])[CH3:44]>>[CH3:1][c:2]1[n:3][c:4]2[cH:5][cH:6][cH:7][cH:8][c:9]2[c:10]([NH:12][c:13]2[cH:14][c:15](-[c:19]3[c:20]([CH2:25][N:28]4[CH2:27][c:36]5[c:31]([cH:32][cH:33][cH:34][cH:35]5)[CH2:30][CH2:29]4)[cH:21][cH:22][cH:23][cH:24]3)[cH:16][cH:17][cH:18]2)[cH:11]1. Starting materials: C1CCOC1, COC(=O)c1sc(-c2ccccc2)cc1N, O=C1CCSCC1. As a reaction SMILES: [CH2:24]1[O:25][CH2:26][CH2:27][CH2:28]1.[CH3:1][O:2][C:3](=[O:4])[c:5]1[s:6][c:7](-[c:11]2[cH:12][cH:13][cH:14][cH:15][cH:16]2)[cH:8][c:9]1[NH2:10].[S:17]1[CH2:18][CH2:19][C:20](=[O:23])[CH2:21][CH2:22]1>>[CH3:1][O:2][C:3](=[O:4])[c:5]1[s:6][c:7](-[c:11]2[cH:12][cH:13][cH:14][cH:15][cH:16]2)[cH:8][c:9]1[NH:10][CH:20]1[CH2:19][CH2:18][S:17][CH2:22][CH2:21]1. Yields the product COC(=O)c1sc(-c2ccccc2)cc1NC1CCSCC1. Starting materials: C1(CC1)C=1C=CC(=NC1OCC1CC1)C(=O)O (5-cyclopropyl-6-cyclopropylmethyloxy-pyridine-2-carboxylic acid), NN1C(OCCC1)=O (3-aminotetrahydro-2H-1,3-oxazin-2-one). Product: O=C1OCCCN1NC(=O)C1=NC(=C(C=C1)C1CC1)OCC1CC1 (5-Cyclopropyl-6-cyclopropylmethoxy-pyridine-2-carboxylic acid (2-oxo-[1,3]oxazinan-3-yl)-amide). As a reaction SMILES: [CH:1]1([C:4]2[CH:5]=[CH:6][C:7]([C:15]([OH:17])=O)=[N:8][C:9]=2[O:10][CH2:11][CH:12]2[CH2:14][CH2:13]2)[CH2:3][CH2:2]1.[NH2:18][N:19]1[CH2:24][CH2:23][CH2:22][O:21][C:20]1=[O:25]>>[O:25]=[C:20]1[N:19]([NH:18][C:15]([C:7]2[CH:6]=[CH:5][C:4]([CH:1]3[CH2:2][CH2:3]3)=[C:9]([O:10][CH2:11][CH:12]3[CH2:13][CH2:14]3)[N:8]=2)=[O:17])[CH2:24][CH2:23][CH2:22][O:21]1. Procedure: The title compound was synthesized in analogy to Example 1, using 5-cyclopropyl-6-cyclopropylmethyloxy-pyridine-2-carboxylic acid (Example 42a) and 3-aminotetrahydro-2H-1,3-oxazin-2-one (CAN 54924-47-9) as starting materials; LC-MS (UV peak area/ESI) 98.7%, 332.1612 (M+H)+. As a reaction SMILES: [BH4-:20].[CH3:29][OH:30].[Cl:1][c:2]1[cH:3][c:4]2[c:5]([s:6][c:7](-[c:12]3[cH:13][cH:14][cH:15][cH:16][cH:17]3)[c:8]2[CH2:9][C:10]#[N:11])[cH:18][cH:19]1.[ClH:22].[Na+:21].[cH:23]1[cH:24][cH:25][cH:26][cH:27][cH:28]1>>[Cl:1][c:2]1[cH:3][c:4]2[c:5]([s:6][c:7](-[c:12]3[cH:13][cH:14][cH:15][cH:16][cH:17]3)[c:8]2[CH2:9][CH2:10][NH2:11])[cH:18][cH:19]1. Starting materials: [BH4-], CO, N#CCc1c(-c2ccccc2)sc2ccc(Cl)cc12, Cl, [Na+], c1ccccc1. The product is NCCc1c(-c2ccccc2)sc2ccc(Cl)cc12. The reactants are FC(C=1C=C(C=CC1)NCC1=CC=CC=C1)(F)F (N-(3-trifluoromethylphenyl)-N-benzylamine), C(C)(C)P(=O)(Cl)Cl (isopropyl phosphonic dichloride). Procedure: The procedure of Example 1 was employed utilizing N-(3-trifluoromethylphenyl)-N-benzylamine and isopropyl phosphonic dichloride. The crude product produced as a result of the chromatographic separation was crystallized from methylcyclohexane to yield a tan precipitate. The tan precipitate was recrystallized from toluene and petroleum ether to yield 1-isopropyl-2-(3-trifluoromethylphenyl)-2,3-dihydro-1H-2,1-benzazaphosphole-1-oxide as beige plates. A second crop was obtained to give a total yield... The product is C(C)(C)P1(N(CC2=C1C=CC=C2)C2=CC(=CC=C2)C(F)(F)F)=O (1-isopropyl-2-(3-trifluoromethylphenyl)-2,3-dihydro-1H-2,1-benzazaphosphole-1-oxide). RXN SMILES: [F:1][C:2]([F:18])([F:17])[C:3]1[CH:4]=[C:5]([NH:9][CH2:10][C:11]2[CH:16]=[CH:15][CH:14]=[CH:13][CH:12]=2)[CH:6]=[CH:7][CH:8]=1.[CH:19]([P:22](Cl)(Cl)=[O:23])([CH3:21])[CH3:20]>>[CH:19]([P:22]1(=[O:23])[C:16]2[CH:15]=[CH:14][CH:13]=[CH:12][C:11]=2[CH2:10][N:9]1[C:5]1[CH:6]=[CH:7][CH:8]=[C:3]([C:2]([F:17])([F:18])[F:1])[CH:4]=1)([CH3:21])[CH3:20].